Dataset: the Open Reaction Database (ORD), a public repository of structured organic reaction records. Task: describe an organic reaction: reactants, conditions, products, and yield Reactants: BrCCCCCC1=CC=C(C=C1)C1=CC=CC=C1 (4-(5-bromopentyl)-1,1′-biphenyl), N1=CC(=C(C=C1)C)C (3,4-lutidine). Run at temperature 65 celsius. Yields the product [Br-].C1(=CC=C(C=C1)CCCCC[N+]1=CC(=C(C=C1)C)C)C1=CC=CC=C1 (1-[5-(1,1′-biphenyl-4-yl)-pentyl]-3,4-dimethyl-pyridinium bromide). Isolated yield 87.0%. As a reaction SMILES: [Br:1][CH2:2][CH2:3][CH2:4][CH2:5][CH2:6][C:7]1[CH:12]=[CH:11][C:10]([C:13]2[CH:18]=[CH:17][CH:16]=[CH:15][CH:14]=2)=[CH:9][CH:8]=1.[N:19]1[CH:24]=[CH:23][C:22]([CH3:25])=[C:21]([CH3:26])[CH:20]=1>>[Br-:1].[C:10]1([C:13]2[CH:18]=[CH:17][CH:16]=[CH:15][CH:14]=2)[CH:11]=[CH:12][C:7]([CH2:6][CH2:5][CH2:4][CH2:3][CH2:2][N+:19]2[CH:24]=[CH:23][C:22]([CH3:25])=[C:21]([CH3:26])[CH:20]=2)=[CH:8][CH:9]=1 |f:2.3|. Reported procedure: A mixture of 4-(5-bromopentyl)-1,1′-biphenyl (322 mg, 1.06 mmol) and 3,4-lutidine (1 mL) was heated at 60-70° C. for 12 hrs. The resulted mixture was washed with diethyl ether and then dissolved in water (15 mL). The aqueous solution was extracted with diethyl ether (30 mL×3). Water was removed by lyophilization to afford 380 mg of the title compound. Yield: 87%. 1H NMR (300 MHz, CDCl3) δ 1.43 (m, 2H), 1.69 (m, 2H), 2.05 (m, 2H), 2.46 (s, 3H), 2.48 (s, 3H), 2.62 (t, J=7.5 Hz, 2H), 4.82 (t, J=7.2...